Dataset: the Open Reaction Database (ORD), a public repository of structured organic reaction records. Task: describe an organic reaction: reactants, conditions, products, and yield Starting materials: CC(=O)C1=CC=C(C=C1)Br (4-bromoacetophenone), C[Mg+].[Br-] (MeMgBr). Run in C(C)OCC (diethylether). Run at temperature 0 celsius. Yields the product BrC1=CC=C(C=C1)C(C)(C)O (2-(4-Bromophenyl)-propan-2-ol). RXN SMILES: [CH3:1][C:2]([C:4]1[CH:9]=[CH:8][C:7]([Br:10])=[CH:6][CH:5]=1)=[O:3].[CH3:11][Mg+].[Br-]>C(OCC)C>[Br:10][C:7]1[CH:8]=[CH:9][C:4]([C:2]([OH:3])([CH3:11])[CH3:1])=[CH:5][CH:6]=1 |f:1.2|. Procedure details: 20.0 g (100 mmol) 4-bromoacetophenone are added to 300 mL diethylether and cooled down to 0° C. 35.2 mL MeMgBr (3M in diethylether) are added by a dropping funnel. Cooling is removed and the mixture is stirred at r.t. over night. The reaction quenched by careful addition of 150 mL sat. aq. NH4Cl solution and 150 mL water. The resulting mixture is stirred for 20 min. The layers are separated and the org. layer is washed with water (2×), dried with MgSO4 and the solvent is removed in vacuo. Reactants: FC1=CC=C(C=C1)NO (N-p-fluorophenylhydroxylamine), ClC1=CC=C(C=NC2=CC=CC=C2)C=C1 (N-p-chlorobenzylideneaniline). Solvent: CCOCC (ether), CCOCC (ether). The product is ClC1=CC=C(C=C1)C=[N+]([O-])C1=CC=C(C=C1)F (α-p-chlorophenyl-N-p-fluorophenylnitrone). Reaction SMILES: [F:1][C:2]1[CH:7]=[CH:6][C:5]([NH:8][OH:9])=[CH:4][CH:3]=1.[Cl:10][C:11]1[CH:24]=[CH:23][C:14]([CH:15]=NC2C=CC=CC=2)=[CH:13][CH:12]=1>CCOCC>[Cl:10][C:11]1[CH:24]=[CH:23][C:14]([CH:15]=[N+:8]([C:5]2[CH:6]=[CH:7][C:2]([F:1])=[CH:3][CH:4]=2)[O-:9])=[CH:13][CH:12]=1. Procedure details: N-p-fluorophenylhydroxylamine (0.052 moles) was dissolved in ether (20 cc). This solution was treated with N-p-chlorobenzylideneaniline (0.05 moles) and dissolved in ether (50 cc). The product which separated was filtered and washed with ether to give α-p-chlorophenyl-N-p-fluorophenylnitrone. Starting materials: BrCc1ccccn1, O=C1Nc2ccc(Br)cc2C1=O, Br, CN(C)C=O, [H-], [Na+], O. Yields the product O=C1C(=O)N(Cc2ccccn2)c2ccc(Br)cc21. As a reaction SMILES: [Br:16][CH2:17][c:18]1[n:19][cH:20][cH:21][cH:22][cH:23]1.[Br:1][c:2]1[cH:3][c:4]2[c:8]([cH:9][cH:10]1)[NH:7][C:6](=[O:11])[C:5]2=[O:12].[BrH:15].[CH3:25][N:26]([CH3:27])[CH:28]=[O:29].[H-:13].[Na+:14].[OH2:24]>>[Br:1][c:2]1[cH:3][c:4]2[c:8]([cH:9][cH:10]1)[N:7]([CH2:17][c:18]1[n:19][cH:20][cH:21][cH:22][cH:23]1)[C:6](=[O:11])[C:5]2=[O:12]. The reactants are C(C)(C)(C)OC(=O)N1[C@@H](CC1)COC=1C=C(C=NC1)Br (5-(N-t-butyloxycarbonyl-(2S)-azetidinylmethoxy)-3-bromopyridine), [1,3-bis(diphenylphosphino)-propane]nickel(II), solution, C(CC)[Mg]Cl (propylmagnesium chloride). Solvent: C1CCOC1 (THF), C(C)OCC (diethyl ether). The product is C(CC)C=1C=C(C=NC1)OC[C@H]1N(CC1)C(=O)OC(C)(C)C (5-propyl-3-(N-t-butyloxycarbonyl-(2S)-azetidinylmethoxy)pyridine). Isolated yield 22.0%. RXN SMILES: [C:1]([O:5][C:6]([N:8]1[CH2:11][CH2:10][C@H:9]1[CH2:12][O:13][C:14]1[CH:15]=[C:16](Br)[CH:17]=[N:18][CH:19]=1)=[O:7])([CH3:4])([CH3:3])[CH3:2].[CH2:21]([Mg]Cl)[CH2:22][CH3:23]>C1COCC1.C(OCC)C>[CH2:21]([C:16]1[CH:15]=[C:14]([O:13][CH2:12][C@@H:9]2[CH2:10][CH2:11][N:8]2[C:6]([O:5][C:1]([CH3:4])([CH3:3])[CH3:2])=[O:7])[CH:19]=[N:18][CH:17]=1)[CH2:22][CH3:23]. Procedure details: To a solution of 5-(N-t-butyloxycarbonyl-(2S)-azetidinylmethoxy)-3-bromopyridine (1.50 g, 4.37 mmol, Example 12a above) in THF (30 mL) at 0° C. was added [1,3-bis(diphenylphosphino)-propane]nickel(II) (14.0 mg) followed by propylmagnesium chloride (5.50 mL of a 2 M solution in diethyl ether, Aldrich). The reaction mixture was refluxed for 3 h, cooled to ambient temperature and then quenched with saturated aqueous ammonia chloride. The desired product was extracted with CH2Cl2. The organic phase ... Reactants: N=C(C)NNC(C1=C(C=CC=C1)[N+](=O)[O-])=O (2-nitro-benzoic acid N′-(1-imino-ethyl)-hydrazide). Run in xylenes, O (water). Run at temperature -5 celsius, time 30 minute. The product is CC1=NN=C(N1)C1=C(C=CC=C1)[N+](=O)[O-] (3-methyl-5-(2-nitro-phenyl)-4H-[1,2,4]triazole). Yield: 91.1%. Reaction SMILES: [NH:1]=[C:2]([NH:4][NH:5][C:6](=O)[C:7]1[CH:12]=[CH:11][CH:10]=[CH:9][C:8]=1[N+:13]([O-:15])=[O:14])[CH3:3]>O>[CH3:3][C:2]1[NH:1][C:6]([C:7]2[CH:12]=[CH:11][CH:10]=[CH:9][C:8]=2[N+:13]([O-:15])=[O:14])=[N:5][N:4]=1. Reported procedure: A suspension of 2-nitro-benzoic acid N′-(1-imino-ethyl)-hydrazide (4.3 g) in xylenes (50 mL) was refluxed in a flask fitted with a Dean-Stark trap. After 45 minutes of heating, the reaction suspension became a solution with a rapid condensation of water in the trap. The solution was cooled to −5° C. and stirred for 30 minute. The precipitated product was collected by filtration, washed with ice cold xylene twice, and dried in vacuo to provide 3.6 g of 3-methyl-5-(2-nitro-phenyl)-4H-[1,2,4]triazo... Reactants: O (water), C1(CCCC2=CC=CC=C12)=O (1-tetralone), C(C)(=O)[O-].[Na+] (sodium acetate), Cl.NO (hydroxylamine hydrochloride). Run in C(C)O (ethanol), C(C)O (ethanol). Reaction conditions: temperature 75 celsius, time 15 minute. Product: C1(CCCC2=CC=CC=C12)=NO (1-Tetralone oxime). The yield is 95.0%. RXN SMILES: [OH2:1].C([O-])(=O)C.[Na+].Cl.[NH2:8]O.[C:10]1(=O)[C:19]2[C:14](=[CH:15][CH:16]=[CH:17][CH:18]=2)[CH2:13][CH2:12][CH2:11]1>C(O)C>[C:10]1(=[N:8][OH:1])[C:19]2[C:14](=[CH:15][CH:16]=[CH:17][CH:18]=2)[CH2:13][CH2:12][CH2:11]1 |f:1.2,3.4|. Procedure: To 4.6 L of water at room temperature in a 4-neck 50 L flask sitting in a steam bath apparatus equipped with an overhead stirrer, a temperature probe and reflux condenser was added 3.72 Kg (27.36 mol) of sodium acetate with stirring, followed by 1.9 Kg of hydroxylamine hydrochloride (27.36 mol). To this slurry at room temperature, 12 L of ethanol was added followed by 1.994 Kg (13.68 mol) of 1-tetralone. Additional ethanol (1.7 L) was used to rinse off the funnel and added to the reaction mixtur...